The task is: describe an organic reaction: reactants, conditions, products, and yield. This data is from the Open Reaction Database (ORD), a public repository of structured organic reaction records. Reactants: CCC(=O)[O-], CCC(=O)OC(=O)CC, [Na+], O, O=Cc1ccc(O)cc1. The product is CC(=Cc1ccc(O)cc1)C(=O)O. As a reaction SMILES: [C:10]([CH2:11][CH3:12])(=[O:13])[O-:14].[C:16]([O:17][C:18](=[O:19])[CH2:20][CH3:21])(=[O:22])[CH2:23][CH3:24].[Na+:15].[OH2:25].[OH:1][c:2]1[cH:3][cH:4][c:5]([CH:6]=[O:7])[cH:8][cH:9]1>>[OH:1][c:2]1[cH:3][cH:4][c:5]([CH:6]=[C:11]([C:10](=[O:13])[OH:14])[CH3:12])[cH:8][cH:9]1. Starting materials: C(C)(=O)NCCC(=O)NC1=CC=C(C=C1)C1=NC=C(C(=N1)O)C(=O)O (2-[4-(N-acetyl-beta-alanylamino)phenyl]-4-hydroxy-5-pyrimidine carboxylic acid), CN(C=O)C (dimethylformamide), C(=O)(N1C=NC=C1)N1C=NC=C1 (carbonyldiimidazole), C(C)#N (Acetonitrile). Run in CCOCC (ether). Conditions: time 3 hour. Yields the product [N-]1C=NC=C1.C(C)(=O)NCCC(=O)NC1=CC=C(C=C1)C1=NC=C(C(=N1)O)C(=O)O (2-[4-(N-Acetyl-beta-alanylamino)phenyl]-4-hydroxy-5-pyrimidine carboxylic acid imidazolide). Isolated yield 185.6%. As a reaction SMILES: [C:1]([NH:4][CH2:5][CH2:6][C:7]([NH:9][C:10]1[CH:15]=[CH:14][C:13]([C:16]2[N:21]=[C:20]([OH:22])[C:19]([C:23]([OH:25])=[O:24])=[CH:18][N:17]=2)=[CH:12][CH:11]=1)=[O:8])(=[O:3])[CH3:2].CN(C)C=O.C(N1C=CN=C1)(N1C=CN=C1)=O.C(#N)C>CCOCC>[N-:21]1[CH:20]=[CH:19][N:17]=[CH:16]1.[C:1]([NH:4][CH2:5][CH2:6][C:7]([NH:9][C:10]1[CH:15]=[CH:14][C:13]([C:16]2[N:21]=[C:20]([OH:22])[C:19]([C:23]([OH:25])=[O:24])=[CH:18][N:17]=2)=[CH:12][CH:11]=1)=[O:8])(=[O:3])[CH3:2] |f:5.6|. Reported procedure: A suspension of 5.7 g (16.5 mmol) of the above pyrimidine acid, 20 ml of dimethylformamide, and 5.7 g (35.1 mmol) of carbonyldiimidazole is stirred at 50°-60° C. for 30 minutes and 3 hrs at room temperature. Acetonitrile (40 ml) and ether (40 ml) are added and the product filtered, washed with acetonitrile, ether, and dried to give 6.3 g of the title imidazolide. RXN SMILES: [N:1]1[C:10]2[C:5](=[CH:6][CH:7]=[CH:8][CH:9]=2)[CH:4]=[CH:3][C:2]=1[C:11]([NH:13][C@H:14]([C:19]([OH:21])=O)[CH2:15][C:16](=[O:18])[NH2:17])=[O:12].[NH2:22][C@@H:23]([CH2:44][C:45]1[CH:50]=[CH:49][CH:48]=[CH:47][CH:46]=1)[C@H:24]([OH:43])[CH2:25][N:26]1[C@H:35]([C:36]([NH:38][C:39]([CH3:42])([CH3:41])[CH3:40])=[O:37])[CH2:34][C@H:33]2[C@H:28]([CH2:29][CH2:30][CH2:31][CH2:32]2)[CH2:27]1.ON1C(=O)C2C=CC=CC=2N=N1.C1(N=C=NC2CCCCC2)CCCCC1.CC1CCC(O)C/C/1=C/C=C1\CCCC2(C)C(C(/C=C/C(C(C)C)C)C)CCC\12>O1CCCC1.C(OCC)(=O)C>[C:39]([NH:38][C:36]([C@@H:35]1[CH2:34][C@H:33]2[C@H:28]([CH2:29][CH2:30][CH2:31][CH2:32]2)[CH2:27][N:26]1[CH2:25][C@@H:24]([OH:43])[C@@H:23]([NH:22][C:19](=[O:21])[C@H:14]([CH2:15][C:16](=[O:18])[NH2:17])[NH:13][C:11]([C:2]1[CH:3]=[CH:4][C:5]2[C:10](=[CH:9][CH:8]=[CH:7][CH:6]=2)[N:1]=1)=[O:12])[CH2:44][C:45]1[CH:46]=[CH:47][CH:48]=[CH:49][CH:50]=1)=[O:37])([CH3:42])([CH3:40])[CH3:41]. The yield is 80.2%. Product: C(C)(C)(C)NC(=O)[C@H]1N(C[C@H]2CCCC[C@H]2C1)C[C@H]([C@H](CC1=CC=CC=C1)NC([C@@H](NC(=O)C1=NC2=CC=CC=C2C=C1)CC(N)=O)=O)O (N-tert.butyl-decahydro-2-[2(R)-hydroxy-4-phenyl-3(S)-[[N-(2-quinolylcarbonyl)-L-asparaginyl]amino]butyl]-(4aS,8aS)-isoquinoline-3(S)-carboxamide). Reaction conditions: time 2 hour. The solvent is O1CCCC1 (tetrahydrofuran), C(C)(=O)OCC (ethyl acetate). Reported procedure: A solution of 287 mg of N-(2-quinolylcarbonyl)-L-asparagine and 401 mg of 2-[3(S)-amino-2(R)-hydroxy-4 -phenylbutyl]-N-tert.butyl-decahydro-(4aS,8aS)-isoquinoline-3(S)-carboxamide in 3 ml of tetrahydrofuran was cooled to-10° C. and 163 mg of 3-hydroxy-1,2,3-benzotriazin-4(3H)-one and 220 mg of dicyclohexylcarbodiimide were added. The mixture was stirred at-10° C. for 2 hours and at 20° C. for 16 hours, then diluted with ethyl acetate and filtered. The filtrate was washed with saturated sodium bi... The reactants are N1=C(C=CC2=CC=CC=C12)C(=O)N[C@@H](CC(N)=O)C(=O)O (N-(2-quinolylcarbonyl)-L-asparagine), N[C@H]([C@@H](CN1C[C@H]2CCCC[C@H]2C[C@H]1C(=O)NC(C)(C)C)O)CC1=CC=CC=C1 (2-[3(S)-amino-2(R)-hydroxy-4 -phenylbutyl]-N-tert.butyl-decahydro-(4aS,8aS)-isoquinoline-3(S)-carboxamide), ON1N=NC2=C(C1=O)C=CC=C2 (3-hydroxy-1,2,3-benzotriazin-4(3H)-one), C1(CCCCC1)N=C=NC1CCCCC1 (dicyclohexylcarbodiimide), CC\1CCC(C/C1=C/C=C/2\CCCC3(C2CCC3C(C)/C=C/C(C)C(C)C)C)O (at-10). RXN SMILES: [ClH:33].[F:1][c:2]1[cH:3][cH:4][c:5]([C:6](=[O:7])[NH:8][c:9]2[c:10]3[c:11]([n:12]([C:14](=[O:15])[O:16][CH2:17][CH3:18])[n:13]2)[C:19]([CH3:29])([CH3:30])[N:20]([C:22]([O:23][C:24]([CH3:25])([CH3:26])[CH3:27])=[O:28])[CH2:21]3)[cH:31][cH:32]1.[O:34]1[CH2:35][CH2:36][O:37][CH2:38][CH2:39]1>>[ClH:33].[F:1][c:2]1[cH:3][cH:4][c:5]([C:6](=[O:7])[NH:8][c:9]2[c:10]3[c:11]([n:12]([C:14](=[O:15])[O:16][CH2:17][CH3:18])[n:13]2)[C:19]([CH3:29])([CH3:30])[NH:20][CH2:21]3)[cH:31][cH:32]1. The reactants are Cl, CCOC(=O)n1nc(NC(=O)c2ccc(F)cc2)c2c1C(C)(C)N(C(=O)OC(C)(C)C)C2, C1COCCO1. Product: Cl, CCOC(=O)n1nc(NC(=O)c2ccc(F)cc2)c2c1C(C)(C)NC2. The reactants are O=C([O-])[O-], CC1(C)OC(=O)Nc2ccc(-c3cccc(C#C[Si](C)(C)C)c3)cc21, CO, [K+], [K+]. Product: C#Cc1cccc(-c2ccc3c(c2)C(C)(C)OC(=O)N3)c1. RXN SMILES: [C:26](=[O:27])([O-:28])[O-:29].[CH3:1][C:2]1([CH3:25])[c:3]2[c:4]([cH:9][cH:10][c:11](-[c:13]3[cH:14][c:15]([C:19]#[C:20][Si:21]([CH3:22])([CH3:23])[CH3:24])[cH:16][cH:17][cH:18]3)[cH:12]2)[NH:5][C:6](=[O:8])[O:7]1.[CH3:32][OH:33].[K+:30].[K+:31]>>[CH3:1][C:2]1([CH3:25])[c:3]2[c:4]([cH:9][cH:10][c:11](-[c:13]3[cH:14][c:15]([C:19]#[CH:20])[cH:16][cH:17][cH:18]3)[cH:12]2)[NH:5][C:6](=[O:8])[O:7]1. Reactants: N(=NC(=O)OCC)C(=O)OCC (diethyl azodicarboxylate), OC1=C(C=C(C#N)C=C1C)C (4-hydroxy-3,5-dimethylbenzonitrile), CC1(OC[C@H](O1)CO)C ((R)-(−)-2,2-dimethyl-1,3-dioxolane-4-methanol), C1(=CC=CC=C1)P(C1=CC=CC=C1)C1=CC=CC=C1 (triphenylphosphine). The solvent is C1CCOC1 (THF). Conditions: time 3 hour. Product: CC1(OC[C@H](O1)COC1=C(C=C(C#N)C=C1C)C)C ((R)-4-((2,2-dimethyl-1,3-dioxolan-4-yl)methoxy)-3,5-dimethylbenzonitrile). Yield: 84.4%. RXN SMILES: [OH:1][C:2]1[C:9]([CH3:10])=[CH:8][C:5]([C:6]#[N:7])=[CH:4][C:3]=1[CH3:11].[CH3:12][C:13]1([CH3:20])[O:17][C@H:16]([CH2:18]O)[CH2:15][O:14]1.C1(P(C2C=CC=CC=2)C2C=CC=CC=2)C=CC=CC=1.N(C(OCC)=O)=NC(OCC)=O>C1COCC1>[CH3:12][C:13]1([CH3:20])[O:17][C@H:16]([CH2:18][O:1][C:2]2[C:3]([CH3:11])=[CH:4][C:5]([C:6]#[N:7])=[CH:8][C:9]=2[CH3:10])[CH2:15][O:14]1. Procedure details: Nitrogen was bubbled in a solution of 4-hydroxy-3,5-dimethylbenzonitrile (5.0 g, 34.0 mmol) and (R)-(−)-2,2-dimethyl-1,3-dioxolane-4-methanol (9.53 ml, 76 mmol) in THF (125 ml) at room temperature. The solution was made in a 500 ml flask w/3 necks fitted with a reflux condenser for 10 min. To this was added triphenylphosphine (20.05 g, 76 mmol) in one portion. Nitrogen was bubbled for an additional 10 minutes, followed by the dropwise addition of diethyl azodicarboxylate (12.04 ml, 76 mmol). The... Reactants: C(C1=CC=CC=C1)N1C(NC(=C(C1=O)C(C)C)Cl)=O (3-benzyl-6-chloro-5-isopropylpyrimidine-2,4(1H,3H)-dione), C([O-])([O-])=O.[K+].[K+] (potassium carbonate), BrCCCCl (1-bromo-3-chloropropane). Run in CN(C=O)C (N,N-dimethylformamide). Reaction conditions: temperature 90 celsius, time 2 hour. Yields the product C(C1=CC=CC=C1)N1C(N(C(=C(C1=O)C(C)C)Cl)CCCCl)=O (3-benzyl-6-chloro-1-(3-chloropropyl)-5-isopropylpyrimidine-2,4(1H,3H)-dione). Reaction SMILES: [CH2:1]([N:8]1[C:13](=[O:14])[C:12]([CH:15]([CH3:17])[CH3:16])=[C:11]([Cl:18])[NH:10][C:9]1=[O:19])[C:2]1[CH:7]=[CH:6][CH:5]=[CH:4][CH:3]=1.C(=O)([O-])[O-].[K+].[K+].Br[CH2:27][CH2:28][CH2:29][Cl:30]>CN(C)C=O>[CH2:1]([N:8]1[C:13](=[O:14])[C:12]([CH:15]([CH3:16])[CH3:17])=[C:11]([Cl:18])[N:10]([CH2:27][CH2:28][CH2:29][Cl:30])[C:9]1=[O:19])[C:2]1[CH:7]=[CH:6][CH:5]=[CH:4][CH:3]=1 |f:1.2.3|. Procedure: To a suspension of 20.91 g (75 mmol) of 3-benzyl-6-chloro-5-isopropylpyrimidine-2,4(1H,3H)-dione and 16.58 g (120 mmol) of potassium carbonate in 120 ml of N,N-dimethylformamide, 14.8 ml (150 mmol) of 1-bromo-3-chloropropane was added at room temperature. This mixture was stirred at 90° C. for 2 hours. After cooling, the reaction mixture was concentrated to dryness; the resulting residue was dissolved in chloroform-water. After the organic layer was washed with water and dried, the solvent was d... The reactants are N1(CCOCC1)C(=O)N1CC(CC(C1)C1=CC=C(C=C1)C(F)(F)F)C(N)=S (1-(Morpholin-4-ylcarbonyl)-5-[4-(trifluoromethyl)phenyl]piperidine-3-carbothioamide), BrCC(=O)C=1C(=NC(=CC1)C)C (2-bromo-1-(2,6-dimethylpyridin-3-yl)ethanone). The product is CC1=NC(=CC=C1C=1N=C(SC1)C1CN(CC(C1)C1=CC=C(C=C1)C(F)(F)F)C(=O)N1CCOCC1)C (4-({3-[4-(2,6-Dimethylpyridin-3-yl)-1,3-thiazol-2-yl]-5-[4-(trifluoromethyl)phenyl]piperidin-1-yl}-carbonyl)morpholine). Reaction SMILES: [N:1]1([C:7]([N:9]2[CH2:14][CH:13]([C:15]3[CH:20]=[CH:19][C:18]([C:21]([F:24])([F:23])[F:22])=[CH:17][CH:16]=3)[CH2:12][CH:11]([C:25](=[S:27])[NH2:26])[CH2:10]2)=[O:8])[CH2:6][CH2:5][O:4][CH2:3][CH2:2]1.Br[CH2:29][C:30]([C:32]1[C:33]([CH3:39])=[N:34][C:35]([CH3:38])=[CH:36][CH:37]=1)=O>>[CH3:39][C:33]1[C:32]([C:30]2[N:26]=[C:25]([CH:11]3[CH2:12][CH:13]([C:15]4[CH:20]=[CH:19][C:18]([C:21]([F:22])([F:23])[F:24])=[CH:17][CH:16]=4)[CH2:14][N:9]([C:7]([N:1]4[CH2:6][CH2:5][O:4][CH2:3][CH2:2]4)=[O:8])[CH2:10]3)[S:27][CH:29]=2)=[CH:37][CH:36]=[C:35]([CH3:38])[N:34]=1. Reported procedure: 100 mg (0.224 mmol) of 1-(morpholin-4-ylcarbonyl)-5-[4-(trifluoromethyl)phenyl]piperidine-3-carbothioamide (Example 53A) and 83 mg (0.269 mmol) of 2-bromo-1-(2,6-dimethylpyridin-3-yl)ethanone were reacted according to the General Method 3. Yield: 13 mg (10% of theory) The reactants are BrC=1C(=NC=NC1Cl)N (5-bromo-6-chloropyrimidin-4-amine), NCC1CC2CCC(C1)N2C(=O)OC(C)(C)C (tert-butyl 3-(aminomethyl)-8-azabicyclo[3.2.1]octane-8-carboxylate), C(C1=CC=CC=C1)N1N=CC(=C1)B1OC(C(O1)(C)C)(C)C (1-benzyl-4-(4,4,5,5-tetramethyl-1,3,2-dioxaborolan-2-yl)-1H-pyrazole), C(C=C)(=O)Cl (acryloyl chloride). Product: NC1=C(C(=NC=N1)NCC1CC2CCC(C1)N2C(C=C)=O)C=2C=NN(C2)CC2=CC=CC=C2 (1-(3-(((6-amino-5-(1-benzyl-1H-pyrazol-4-yl)pyrimidin-4-yl)amino)methyl)-8-azabicyclo[3.2.1]octan-8-yl)prop-2-en-1-one). As a reaction SMILES: Br[C:2]1[C:3]([NH2:9])=[N:4][CH:5]=[N:6][C:7]=1Cl.[NH2:10][CH2:11][CH:12]1[CH2:18][CH:17]2[N:19]([C:20]([O:22]C(C)(C)C)=O)[CH:14]([CH2:15][CH2:16]2)[CH2:13]1.[CH2:27]([N:34]1[CH:38]=[C:37](B2OC(C)(C)C(C)(C)O2)[CH:36]=[N:35]1)[C:28]1[CH:33]=[CH:32][CH:31]=[CH:30][CH:29]=1.[C:48](Cl)(=O)[CH:49]=C>>[NH2:9][C:3]1[N:4]=[CH:5][N:6]=[C:7]([NH:10][CH2:11][CH:12]2[CH2:13][CH:14]3[N:19]([C:20](=[O:22])[CH:48]=[CH2:49])[CH:17]([CH2:16][CH2:15]3)[CH2:18]2)[C:2]=1[C:37]1[CH:36]=[N:35][N:34]([CH2:27][C:28]2[CH:33]=[CH:32][CH:31]=[CH:30][CH:29]=2)[CH:38]=1. Reported procedure: 1-(3-(((6-amino-5-(1-benzyl-1H-pyrazol-4-yl)pyrimidin-4-yl)amino)methyl)-8-azabicyclo[3.2.1]octan-8-yl)prop-2-en-1-one was prepared from 5-bromo-6-chloropyrimidin-4-amine, tert-butyl 3-(aminomethyl)-8-azabicyclo[3.2.1]octane-8-carboxylate, 1-benzyl-4-(4,4,5,5-tetramethyl-1,3,2-dioxaborolan-2-yl)-1H-pyrazole, and acryloyl chloride using methods B, C, D, and F. HPLC: 99%. MS: m/z=444 [M+H]+.